Dataset: the Open Reaction Database (ORD), a public repository of structured organic reaction records. Task: describe an organic reaction: reactants, conditions, products, and yield Starting materials: OC1=C(C=C(C=C1CO)OC)CO ((2-hydroxy-5-methoxy-1,3-phenylene)dimethanol), [OH-].[Na+] (NaOH), COC1=CC(=C(N)C=C1)[N+](=O)[O-] (4-methoxy-2-nitroaniline), Cl (HCl), Cl (HCl), N(=O)[O-].[Na+] (sodium nitrite), [OH-].[Na+] (sodium hydroxide), C1(=CC=CC=C1)O (phenol), diazonium salt, 10.8. The reagents and catalysts are S(N)(O)(=O)=O (sulfamic acid). Solvent: O (water), O (water), C(C)O (ethanol), O (water), O (water), O (water), C(C)O (ethanol). Conditions: temperature -20 celsius, time 1 hour. Yields the product OCC1=C(C(=CC(=C1)OC)N1N=C2C(=N1)C=CC(=C2)OC)O (2-(hydroxymethyl)-4-methoxy-6-(5-methoxy-2H-benzo[d][1,2,3]triazol-2-yl)phenol). Isolated yield 68.0%. RXN SMILES: [CH3:1][O:2][C:3]1[CH:9]=[CH:8][C:6]([NH2:7])=[C:5]([N+:10]([O-])=O)[CH:4]=1.Cl.[N:14]([O-])=O.[Na+].[OH-].[Na+].[OH:20][C:21]1[C:26](CO)=[CH:25][C:24]([O:29][CH3:30])=[CH:23][C:22]=1[CH2:31][OH:32].C1(O)C=CC=CC=1>O.S(=O)(=O)(O)N.C(O)C>[OH:32][CH2:31][C:22]1[CH:23]=[C:24]([O:29][CH3:30])[CH:25]=[C:26]([N:14]2[N:7]=[C:6]3[CH:8]=[CH:9][C:3]([O:2][CH3:1])=[CH:4][C:5]3=[N:10]2)[C:21]=1[OH:20] |f:2.3,4.5|. Procedure: In a 500 ml round bottom flask equipped with a magnetic stirrer was added 24.8 g (148 mmol) 4-methoxy-2-nitroaniline (Aldrich), conc. HCl(aq) (J.T. Baker), 150 ml water, and 150 ml absolute ethanol. The mixture was cooled to −20° C. and a solution comprised of 10.8 (156 mmol) sodium nitrite in 40 ml water was added dropwise over 30 minutes. The reaction mixture was stirred for an additional 1 hour and then sulfamic acid (315 mg) was added to destroy excess nitrite. The undissolved solids were fi... The reactants are CN1CCN(CC1)C1CCN(CC1)C1CCC2=C(CC1)C=C(C=C2)N (7-[4-(4-methyl-piperazin-1-yl)-piperidin-1-yl]-6,7,8,9-tetrahydro-5H-benzocyclohepten-2-ylamine), ClC1=NC=C(C(=N1)N[C@H]1[C@H]([C@@H]2C=C[C@H]1C2)C(=O)N)Cl ((1S,2S,3R,4R)-3-(2,5-Dichloro-pyrimidin-4-ylamino)-bicyclo[2.2.1]hept-5-ene-2-carboxylic acid amide). The product is ClC=1C(=NC(=NC1)NC=1C=CC2=C(CCC(CC2)N2CCC(CC2)N2CCN(CC2)C)C1)N[C@H]1[C@H]([C@@H]2C=C[C@H]1C2)C(=O)N ((1S,2S,3R,4R)-3-(5-Chloro-2-{7-[4-(4-methyl-piperazin-1-yl)-piperidin-1-yl]-6,7,8,9-tetrahydro-5H-benzocyclohepten-2-ylamino}-pyrimidin-4-ylamino)-bicyclo[2.2.1]hept-5-ene-2-carboxylic acid amide), solid. Yield: 40.0%. Reaction SMILES: [CH3:1][N:2]1[CH2:7][CH2:6][N:5]([CH:8]2[CH2:13][CH2:12][N:11]([CH:14]3[CH2:20][CH2:19][C:18]4[CH:21]=[C:22]([NH2:25])[CH:23]=[CH:24][C:17]=4[CH2:16][CH2:15]3)[CH2:10][CH2:9]2)[CH2:4][CH2:3]1.Cl[C:27]1[N:32]=[C:31]([NH:33][C@@H:34]2[C@@H:39]3[CH2:40][C@@H:36]([CH:37]=[CH:38]3)[C@@H:35]2[C:41]([NH2:43])=[O:42])[C:30]([Cl:44])=[CH:29][N:28]=1>>[Cl:44][C:30]1[C:31]([NH:33][C@@H:34]2[C@@H:39]3[CH2:40][C@@H:36]([CH:37]=[CH:38]3)[C@@H:35]2[C:41]([NH2:43])=[O:42])=[N:32][C:27]([NH:25][C:22]2[CH:23]=[CH:24][C:17]3[CH2:16][CH2:15][CH:14]([N:11]4[CH2:12][CH2:13][CH:8]([N:5]5[CH2:4][CH2:3][N:2]([CH3:1])[CH2:7][CH2:6]5)[CH2:9][CH2:10]4)[CH2:20][CH2:19][C:18]=3[CH:21]=2)=[N:28][CH:29]=1. Procedure details: The title compound was prepared from 7-[4-(4-methyl-piperazin-1-yl)-piperidin-1-yl]-6,7,8,9-tetrahydro-5H-benzocyclohepten-2-ylamine and (1S,2S,3R,4R)-3-(2,5-Dichloro-pyrimidin-4-ylamino)-bicyclo[2.2.1]hept-5-ene-2-carboxylic acid amide in an analogous manner to Example 179 heating at 140° C. Product was isolated as a tan solid (33 mg, 40%). LCMS (m/e) 605 (M+1); 1H NMR (400 MHz, CDCl3) δ 7.86 (s, 1H), 7.38 (dd, 1H, J=7.8 Hz), 7.30 (d, 1H, J=17 Hz), 7.04 (d, 1H, J=8.08 Hz), 6.87 (s, 1H), 6.79 (t... Starting materials: CC(=O)O, COc1ccc(C=CC#N)cc1, O, c1ccncc1. Yields the product COc1ccc(C=CC=O)cc1. As a reaction SMILES: [C:14]([OH:15])(=[O:16])[CH3:17].[CH3:1][O:2][c:3]1[cH:4][cH:5][c:6]([CH:7]=[CH:8][C:9]#[N:10])[cH:11][cH:12]1.[OH2:13].[cH:18]1[cH:19][cH:20][n:21][cH:22][cH:23]1>>[CH3:1][O:2][c:3]1[cH:4][cH:5][c:6]([CH:7]=[CH:8][CH:9]=[O:16])[cH:11][cH:12]1. The reactants are COc1cccc(Br)c1, Cl, [Mg], O=C1CCOc2ccccc21, C1CCOC1, O. The product is [Br-], COc1cccc([Mg+])c1. As a reaction SMILES: [Br:1][c:2]1[cH:3][c:4]([O:8][CH3:9])[cH:5][cH:6][cH:7]1.[ClH:22].[Mg:10].[O:11]1[c:12]2[c:13]([cH:14][cH:15][cH:16][cH:17]2)[C:18](=[O:19])[CH2:20][CH2:21]1.[O:23]1[CH2:24][CH2:25][CH2:26][CH2:27]1.[OH2:28]>>[Br-:1].[c:2]1([Mg+:10])[cH:3][c:4]([O:8][CH3:9])[cH:5][cH:6][cH:7]1.